The task is: describe an organic reaction: reactants, conditions, products, and yield. This data is from the Open Reaction Database (ORD), a public repository of structured organic reaction records. Reactants: COC1=C(C=C(C=C1)C1=C(C=C(C=C1)C(=O)OC)C)C1=C(C=C(C=C1)C(F)(F)F)CN1C(O[C@@H]([C@@H]1C)C1=CC=NC=C1)=O (methyl 4′-methoxy-2-methyl-2″-{[(4S,5R)-4-methyl-2-oxo-5-pyridin-4-yl-1,3-oxazolidin-3-yl]methyl}-4″-(trifluoromethyl)-1,1′:3′,1″-terphenyl-4-carboxylate), ClC1=CC(=CC=C1)C(=O)OO (3-chloroperbenzoic acid). Solvent: C(Cl)Cl (CH2Cl2), O=P(Cl)(Cl)Cl (POCl3), C(Cl)Cl (CH2Cl2). Run at temperature 0 celsius, time 15 minute. Product: ClC1=NC=CC(=C1)[C@@H]1[C@@H](N(C(O1)=O)CC1=C(C=CC(=C1)C(F)(F)F)C=1C=C(C=CC1OC)C1=C(C=C(C=C1)C(=O)OC)C)C (methyl 2″-{[(4S,5R)-5-(2-chloropyridin-4-yl)-4-methyl-2-oxo-1,3-oxazolidin-3-yl]methyl}-4′-methoxy-2-methyl-4″-(trifluoromethyl)-1,1′:3′,1″-terphenyl-4-carboxylate). Reaction SMILES: [CH3:1][O:2][C:3]1[CH:8]=[CH:7][C:6]([C:9]2[CH:14]=[CH:13][C:12]([C:15]([O:17][CH3:18])=[O:16])=[CH:11][C:10]=2[CH3:19])=[CH:5][C:4]=1[C:20]1[CH:25]=[CH:24][C:23]([C:26]([F:29])([F:28])[F:27])=[CH:22][C:21]=1[CH2:30][N:31]1[C@@H:35]([CH3:36])[C@@H:34]([C:37]2[CH:42]=[CH:41][N:40]=[CH:39][CH:38]=2)[O:33][C:32]1=[O:43].[Cl:44]C1C=CC=C(C(OO)=O)C=1>C(Cl)Cl.O=P(Cl)(Cl)Cl>[Cl:44][C:39]1[CH:38]=[C:37]([C@H:34]2[O:33][C:32](=[O:43])[N:31]([CH2:30][C:21]3[CH:22]=[C:23]([C:26]([F:28])([F:29])[F:27])[CH:24]=[CH:25][C:20]=3[C:4]3[CH:5]=[C:6]([C:9]4[CH:14]=[CH:13][C:12]([C:15]([O:17][CH3:18])=[O:16])=[CH:11][C:10]=4[CH3:19])[CH:7]=[CH:8][C:3]=3[O:2][CH3:1])[C@H:35]2[CH3:36])[CH:42]=[CH:41][N:40]=1. Reported procedure: To a solution of methyl 4′-methoxy-2-methyl-2″-{[(4S,5R)-4-methyl-2-oxo-5-pyridin-4-yl-1,3-oxazolidin-3-yl]methyl}-4″-(trifluoromethyl)-1,1′:3′,1″-terphenyl-4-carboxylate (175 mg, 0.296 mmol) in CH2Cl2 (15 mL) at 0° C. under N2, was added 3-chloroperbenzoic acid (146 mg, 0.593 mmol) as a powder. The mixture was stirred at 0° C. for 15 min. Then it was allowed to warm up to room temperature and stirred for 2 h. The reaction mixture was diluted with CH2Cl2 and washed with satd Na2SO3 (1×) followed... The reactants are CO, Cl, COC(=O)c1ccc2c(ccn2Cc2cccc([N+](=O)[O-])c2)c1, [Na+], C1CCOC1, [OH-]. The product is O=C(O)c1ccc2c(ccn2Cc2cccc([N+](=O)[O-])c2)c1. As a reaction SMILES: [CH3:32][OH:33].[ClH:26].[N+:1](=[O:2])([O-:3])[c:4]1[cH:5][c:6]([CH2:7][n:8]2[cH:9][cH:10][c:11]3[cH:12][c:13]([C:17](=[O:18])[O:19][CH3:20])[cH:14][cH:15][c:16]23)[cH:21][cH:22][cH:23]1.[Na+:25].[O:27]1[CH2:28][CH2:29][CH2:30][CH2:31]1.[OH-:24]>>[N+:1](=[O:2])([O-:3])[c:4]1[cH:5][c:6]([CH2:7][n:8]2[cH:9][cH:10][c:11]3[cH:12][c:13]([C:17](=[O:18])[OH:19])[cH:14][cH:15][c:16]23)[cH:21][cH:22][cH:23]1. Starting materials: COc1cc(N2CCN(C(=O)OC(C)(C)C)C(C=O)C2)ccc1Cl, [BH3-]C#N, CO, CN1CCNCC1, ClCCl, [Na+]. Yields the product COc1cc(N2CCN(C(=O)OC(C)(C)C)C(CN3CCN(C)CC3)C2)ccc1Cl. Reaction SMILES: [C:1]([CH3:2])([CH3:3])([CH3:4])[O:5][C:6](=[O:7])[N:8]1[CH:9]([CH:23]=[O:24])[CH2:10][N:11]([c:14]2[cH:15][c:16]([O:21][CH3:22])[c:17]([Cl:20])[cH:18][cH:19]2)[CH2:12][CH2:13]1.[C:34]([BH3-:35])#[N:36].[CH3:25][OH:26].[CH3:27][N:28]1[CH2:29][CH2:30][NH:31][CH2:32][CH2:33]1.[Cl:38][CH2:39][Cl:40].[Na+:37]>>[C:1]([CH3:2])([CH3:3])([CH3:4])[O:5][C:6](=[O:7])[N:8]1[CH:9]([CH2:23][N:31]2[CH2:30][CH2:29][N:28]([CH3:27])[CH2:33][CH2:32]2)[CH2:10][N:11]([c:14]2[cH:15][c:16]([O:21][CH3:22])[c:17]([Cl:20])[cH:18][cH:19]2)[CH2:12][CH2:13]1. Reactants: Cl.Cl.ClC1=C(C=CC=C1)NC1CCNCC1 ((2-chloro-phenyl)-piperidin-4-yl-amine dihydrochloride), C1(=CC=CC=C1)NC1=CC=C(C=N1)C(=O)NCC(=O)O ([(6-phenylamino-pyridine-3-carbonyl)-amino]-acetic acid), CCN(C(C)C)C(C)C (DIPEA), C=1C=CC2=C(C1)N=NN2O (HOBt), CCN=C=NCCCN(C)C.Cl (EDCI.HCl). Solvent: CN(C)C=O (DMF), O (water). Reaction conditions: time 8 hour. The product is ClC1=C(C=CC=C1)NC1CCN(CC1)C(CNC(C1=CN=C(C=C1)NC1=CC=CC=C1)=O)=O (N-{2-[4-(2-chloro-phenylamino)-piperidin-1-yl]-2-oxo-ethyl}-6-phenylamino-nicotinamide). The yield is 84.6%. Reaction SMILES: [C:1]1([NH:7][C:8]2[N:13]=[CH:12][C:11]([C:14]([NH:16][CH2:17][C:18]([OH:20])=O)=[O:15])=[CH:10][CH:9]=2)[CH:6]=[CH:5][CH:4]=[CH:3][CH:2]=1.CCN(C(C)C)C(C)C.C1C=CC2N(O)N=NC=2C=1.CCN=C=NCCCN(C)C.Cl.Cl.Cl.[Cl:54][C:55]1[CH:60]=[CH:59][CH:58]=[CH:57][C:56]=1[NH:61][CH:62]1[CH2:67][CH2:66][NH:65][CH2:64][CH2:63]1>CN(C=O)C.O>[Cl:54][C:55]1[CH:60]=[CH:59][CH:58]=[CH:57][C:56]=1[NH:61][CH:62]1[CH2:67][CH2:66][N:65]([C:18](=[O:20])[CH2:17][NH:16][C:14](=[O:15])[C:11]2[CH:10]=[CH:9][C:8]([NH:7][C:1]3[CH:2]=[CH:3][CH:4]=[CH:5][CH:6]=3)=[N:13][CH:12]=2)[CH2:64][CH2:63]1 |f:3.4,5.6.7|. Reported procedure: To a stirred solution of [(6-phenylamino-pyridine-3-carbonyl)-amino]-acetic acid (0.035 g, 0.00013 mol) in DMF (1 mL) was added DIPEA (0.05 g, 0.00039 mol), HOBt (0.0209 g, 0.00015 mol) and EDCI.HCl (0.029 g, 0.00015 mol) at ambient temperature. After 2 minutes (2-chloro-phenyl)-piperidin-4-yl-amine dihydrochloride (0.0382 g, 0.00015 mol) was added and the resulting mixture was stirred overnight. The reaction mixture was then diluted with cold water. The resulting precipitate was isolated by fil... The reactants are [N+](=O)(O)[O-] (Nitric acid), ClC1=C(C=CC(=C1)F)N1C(N(C(NC1=O)=O)C)=O (1-(2-chloro-4-fluorophenyl)-3-methyl-s-triazine-2,4,6(1H,3H,5H)-trione). Run in S(O)(O)(=O)=O (sulfuric acid), ice water. Reaction conditions: time 30 minute. The product is ClC1=C(C=C(C(=C1)F)[N+](=O)[O-])N1C(N(C(NC1=O)=O)C)=O (1-(2-Chloro-4-fluoro-5-nitrophenyl)-3-methyl-s-triazine-2,4,6(1H,3H,5H)-trione). Isolated yield 75.6%. As a reaction SMILES: [N+:1]([O-:4])(O)=[O:2].[Cl:5][C:6]1[CH:11]=[C:10]([F:12])[CH:9]=[CH:8][C:7]=1[N:13]1[C:18](=[O:19])[NH:17][C:16](=[O:20])[N:15]([CH3:21])[C:14]1=[O:22]>S(=O)(=O)(O)O>[Cl:5][C:6]1[CH:11]=[C:10]([F:12])[C:9]([N+:1]([O-:4])=[O:2])=[CH:8][C:7]=1[N:13]1[C:18](=[O:19])[NH:17][C:16](=[O:20])[N:15]([CH3:21])[C:14]1=[O:22]. Procedure: Nitric acid (70% real, 8.3 mL, 0.131 mol) is added to a solution of 1-(2-chloro-4-fluorophenyl)-3-methyl-s-triazine-2,4,6(1H,3H,5H)-trione (32.4 g, 0.119 mol) in concentrated sulfuric acid while maintaining the reaction mixture temperature below 10° C. After the addition is complete, the reaction mixture is stirred at room temperature for 30 minutes, cooled to 10° C and diluted with ice-water. The resultant aqueous mixture is filtered to obtain a solid which is washed with water and air-dried to...